Dataset: the Open Reaction Database (ORD), a public repository of structured organic reaction records. Task: describe an organic reaction: reactants, conditions, products, and yield Starting materials: O=C(CC#N)C1=CC=CC=C1 (3-oxo-3-phenylpropanenitrile), [OH-].[Na+] (sodium hydroxide). Solvent: C1CCOC1 (THF). Reaction conditions: temperature 25 celsius. The product is NCCC(O)C1=CC=CC=C1 (3-amino-1-phenyl-propan-1-ol). Reaction SMILES: [O:1]=[C:2]([C:6]1[CH:11]=[CH:10][CH:9]=[CH:8][CH:7]=1)[CH2:3][C:4]#[N:5].[OH-].[Na+]>C1COCC1>[NH2:5][CH2:4][CH2:3][CH:2]([C:6]1[CH:11]=[CH:10][CH:9]=[CH:8][CH:7]=1)[OH:1] |f:1.2|. Reported procedure: 3-oxo-3-phenylpropanenitrile (30 g, 207 mmol) in dry THF (300 mL) drop-wise at 0° C. under nitrogen atmosphere. The mixture was warmed to 25° C. and then heated at 70° C. for 2 hours. After cooling to 0° C., a saturated solution of sodium hydroxide was added drop-wise and extracted with dichloromethane (200 mL). The organic solution was dried over anhydrous sodium sulfate and concentrated to dryness. The residue was purified by column chromatography (methanol:dichloromethane, 1:10) to afford 3-a...